Task: describe an organic reaction: reactants, conditions, products, and yield. Dataset: the Open Reaction Database (ORD), a public repository of structured organic reaction records Reactants: ClC=1N=C(SC1)C1=CCCN2C(=C3C(=C12)N(C(N(C3=O)C)=O)C)C3=NN(C=C3)C (10-(4-chlorothiazol-2-yl)-1,3-dimethyl-5-(1-methyl-1H-pyrazol-3-yl)-7,8-dihydropyrimido[4,5-a]indolizine-2,4(1H,3H)-dione). Reagents/catalysts: [Pt] (platinum on carbon). The solvent is C(C)O (ethanol), C1CCOC1 (THF). Conditions: time 7 day. Product: ClC=1N=C(SC1)C1CCCN2C(=C3C(=C12)N(C(N(C3=O)C)=O)C)C3=NN(C=C3)C (10-(4-Chlorothiazol-2-yl)-1,3-dimethyl-5-(1-methyl-1H-pyrazol-3-yl)-7,8,9,10-tetrahydropyrimido[4,5-a]indolizine-2,4(1H,3H)-dione). RXN SMILES: [Cl:1][C:2]1[N:3]=[C:4]([C:7]2[C:15]3[N:11]([C:12]([C:24]4[CH:28]=[CH:27][N:26]([CH3:29])[N:25]=4)=[C:13]4[C:19](=[O:20])[N:18]([CH3:21])[C:17](=[O:22])[N:16]([CH3:23])[C:14]4=3)[CH2:10][CH2:9][CH:8]=2)[S:5][CH:6]=1>[Pt].C(O)C.C1COCC1>[Cl:1][C:2]1[N:3]=[C:4]([CH:7]2[C:15]3[N:11]([C:12]([C:24]4[CH:28]=[CH:27][N:26]([CH3:29])[N:25]=4)=[C:13]4[C:19](=[O:20])[N:18]([CH3:21])[C:17](=[O:22])[N:16]([CH3:23])[C:14]4=3)[CH2:10][CH2:9][CH2:8]2)[S:5][CH:6]=1. Reported procedure: A suspension of 10-(4-chlorothiazol-2-yl)-1,3-dimethyl-5-(1-methyl-1H-pyrazol-3-yl)-7,8-dihydropyrimido[4,5-a]indolizine-2,4(1H,3H)-dione (25 mg, 0.058 mmol) and 10% platinum on carbon (12 mg, 6.15 μmol) in ethanol (2.2 ml) and THF (6.6 ml) was stirred under an atmosphere of hydrogen for 7 days. The mixture was filtered and the residue rinsed thoroughly with ethanol and the combined filtrates evaporated under vacuum. Purification by chromatography on silica, eluting with 80% EtOAc/hexane afforde... Starting materials: CC(=O)O, ClC(Cl)Cl, CSc1ccc(CC2C(C)=Cc3cc(F)ccc32)cc1, OO. Product: CC1=Cc2cc(F)ccc2C1Cc1ccc(S(C)=O)cc1. RXN SMILES: [CH3:27][C:28](=[O:29])[OH:30].[CH:21]([Cl:22])([Cl:23])[Cl:24].[F:1][c:2]1[cH:3][c:4]2[c:8]([cH:9][cH:10]1)[CH:7]([CH2:11][c:12]1[cH:13][cH:14][c:15]([S:18][CH3:19])[cH:16][cH:17]1)[C:6]([CH3:20])=[CH:5]2.[OH:25][OH:26]>>[F:1][c:2]1[cH:3][c:4]2[c:8]([cH:9][cH:10]1)[CH:7]([CH2:11][c:12]1[cH:13][cH:14][c:15]([S:18]([CH3:19])=[O:25])[cH:16][cH:17]1)[C:6]([CH3:20])=[CH:5]2.